Task: describe an organic reaction: reactants, conditions, products, and yield. Dataset: the Open Reaction Database (ORD), a public repository of structured organic reaction records The reactants are O.NN (hydrazine monohydrate), C([O-])([O-])=O.[K+].[K+] (potassium carbonate), FC1=CC=C(OC(C(=O)OCC)(C)C)C=C1 (Ethyl 2-(4-fluorophenoxy)-2-methylpropanoate). Run in CO (methanol). Run at temperature 70 celsius, time 3 hour. Yields the product FC1=CC=C(OC(C(=O)NN)(C)C)C=C1 (2-(4-fluorophenoxy)-2-methylpropanohydrazide). Reaction SMILES: [F:1][C:2]1[CH:16]=[CH:15][C:5]([O:6][C:7]([CH3:14])([CH3:13])[C:8](OCC)=[O:9])=[CH:4][CH:3]=1.O.[NH2:18][NH2:19].C(=O)([O-])[O-].[K+].[K+]>CO>[F:1][C:2]1[CH:16]=[CH:15][C:5]([O:6][C:7]([CH3:14])([CH3:13])[C:8]([NH:18][NH2:19])=[O:9])=[CH:4][CH:3]=1 |f:1.2,3.4.5|. Procedure details: Ethyl 2-(4-fluorophenoxy)-2-methylpropanoate (5.13 g) was dissolved in methanol (50 ml), hydrazine monohydrate (11 ml) and potassium carbonate (3.14 g) were added thereto, followed by stirring at 70° C. for 3 hours. The reaction solution was cooled to room temperature and concentrated under reduced pressure. Water and saturated aqueous sodium bicarbonate were added to the residue, followed by extraction with chloroform. The organic layer was dried over anhydrous magnesium sulfate and concentrate...